This data is from the Open Reaction Database (ORD), a public repository of structured organic reaction records. The task is: describe an organic reaction: reactants, conditions, products, and yield Starting materials: CC1(SCC(N1CCCCBr)=O)C (2,2-dimethyl-3-(4-bromobutyl)-4-thiazolidinone), CC=1C=C(C=CC1)N1CCNCC1 (1-(3-methylphenyl)piperazine), C(=O)([O-])[O-].[K+].[K+] (K2CO3), [Na+].[I-] (NaI), [Br-] (bromide), CCO.C(Cl)Cl (EtOH CH2Cl2). Run in CC#N (CH3CN), CCOC(=O)C (EtOAc). Reaction conditions: temperature 100 celsius. Product: Cl.Cl.CC1(SCC(N1CCCCN1CCN(CC1)C1=CC(=CC=C1)C)=O)C (2,2-Dimethyl-3-[4-[1-(3-methylphenyl)-4-piperazinyl]butyl]-4-thiazolidinone dihydrochloride). As a reaction SMILES: [CH3:1][C:2]1([CH3:13])[N:6]([CH2:7][CH2:8][CH2:9][CH2:10]Br)[C:5](=[O:12])[CH2:4][S:3]1.[CH3:14][C:15]1[CH:16]=[C:17]([N:21]2[CH2:26][CH2:25][NH:24][CH2:23][CH2:22]2)[CH:18]=[CH:19][CH:20]=1.C([O-])([O-])=O.[K+].[K+].[Na+].[I-].[Br-].CCO.C(Cl)[Cl:40]>CCOC(C)=O.CC#N>[ClH:40].[ClH:40].[CH3:1][C:2]1([CH3:13])[N:6]([CH2:7][CH2:8][CH2:9][CH2:10][N:24]2[CH2:25][CH2:26][N:21]([C:17]3[CH:18]=[CH:19][CH:20]=[C:15]([CH3:14])[CH:16]=3)[CH2:22][CH2:23]2)[C:5](=[O:12])[CH2:4][S:3]1 |f:2.3.4,5.6,8.9,12.13.14|. Procedure details: A mixture of 2,2-dimethyl-3-(4-bromobutyl)-4-thiazolidinone (4.01 g), 1-(3-methylphenyl)piperazine (3.17 g), K2CO3 (5.30 g), NaI (230 mg) and CH3CN (180 mL) was heated at reflux (oil bath temperature; 100° C.) for 20 h. TLC analysis (silica gel, 7.5% EtOH/CH2Cl2 showed one major product, Rf =0.53, and a trace of starting bromide, Rf =0.70. The reaction mixture was cooled to room temperature, EtOAc (100 mL) was added and the mixture filtered. The filtrate was concentrated in vacuo to an oil which... Reactants: ClC1=C(C=CC=C1)C(C#N)CCN1CCCCC1 (α-(2-Chlorophenyl)-1-piperidinebutane nitrile), ClC1=C(C=CC=C1)C(C#N)CCN1CCCCC1 (α-(2-Chlorophenyl)-1-piperidinebutane nitrile), Cl.ClCCN(CC1=CC=CC=C1)C(C)C (N-(2-chloroethyl)-N-(1-methylethyl)benzenemethanamine, monohydrochloride), [OH-].[K+] (potassium hydroxide). Solvent: CS(=O)C (dimethyl sulfoxide), CS(=O)C (dimethyl sulfoxide), CCCCCCC (heptane), O (water), CS(=O)C (dimethyl sulfoxide). Conditions: temperature 25 celsius. Yields the product ClC1=C(C=CC=C1)C(C#N)(CCN1CCCCC1)CCN(CC1=CC=CC=C1)C(C)C (α-(2 -Chlorophenyl)-α-[2-[(1-methylethyl) (phenylmethyl)amino]ethyl]-1-piperidinebutanenitrile). Yield: 100.5%. As a reaction SMILES: [OH-].[K+].[Cl:3][C:4]1[CH:9]=[CH:8][CH:7]=[CH:6][C:5]=1[CH:10]([CH2:13][CH2:14][N:15]1[CH2:20][CH2:19][CH2:18][CH2:17][CH2:16]1)[C:11]#[N:12].Cl.Cl[CH2:23][CH2:24][N:25]([CH:33]([CH3:35])[CH3:34])[CH2:26][C:27]1[CH:32]=[CH:31][CH:30]=[CH:29][CH:28]=1>CS(C)=O.CCCCCCC.O>[Cl:3][C:4]1[CH:9]=[CH:8][CH:7]=[CH:6][C:5]=1[C:10]([CH2:23][CH2:24][N:25]([CH:33]([CH3:34])[CH3:35])[CH2:26][C:27]1[CH:32]=[CH:31][CH:30]=[CH:29][CH:28]=1)([CH2:13][CH2:14][N:15]1[CH2:20][CH2:19][CH2:18][CH2:17][CH2:16]1)[C:11]#[N:12] |f:0.1,3.4|. Reported procedure: To a reaction vessel under a nitrogen atmosphere was charged 35.0 kg of pulverized potassium hydroxide (90%) and 34.0 L of dimethyl sulfoxide. A solution of 29.5 kg of α-(2-chlorophenyl)-1-piperidinebutanenitrile (product of Example 3) in 23 L of dimethyl sulfoxide was added while maintaining the temperature below 25° C. A solution of 30.7 kg of N-(2-chloroethyl)-N-(1-methylethyl)benzenemethanamine, monohydrochloride in 112 L of dimethyl sulfoxide was added while maintaining the temperature belo... Starting materials: BrCC1CCCCCCC1 (1-Bromomethyl-cyclooctane), C(C1=CC=CC=C1)N1C(C2(CCNCC2)C2=CC=CC=C12)=O (1-benzyl-spiro[indoline-3,4′-piperidin]-2-one), C([O-])([O-])=O.[K+].[K+] (Potassium carbonate), [I-].[K+] (potassium iodide). Solvent: CN(C=O)C (N,N-dimethylformamide). Reaction conditions: temperature 55 celsius, time 18 hour. Yields the product C(C1=CC=CC=C1)N1C(C2(CCNCC2)C2=CC(=CC=C12)CC1CCCCCCC1)=O (1-benzyl-5-(cyclooctyl-methyl)-spiro[indoline-3,4′-piperidin]-2-one). Reaction SMILES: Br[CH2:2][CH:3]1[CH2:10][CH2:9][CH2:8][CH2:7][CH2:6][CH2:5][CH2:4]1.[CH2:11]([N:18]1[C:31]2[C:26](=[CH:27][CH:28]=[CH:29][CH:30]=2)[C:20]2([CH2:25][CH2:24][NH:23][CH2:22][CH2:21]2)[C:19]1=[O:32])[C:12]1[CH:17]=[CH:16][CH:15]=[CH:14][CH:13]=1.C(=O)([O-])[O-].[K+].[K+].[I-].[K+]>CN(C)C=O>[CH2:11]([N:18]1[C:31]2[C:26](=[CH:27][C:28]([CH2:2][CH:3]3[CH2:10][CH2:9][CH2:8][CH2:7][CH2:6][CH2:5][CH2:4]3)=[CH:29][CH:30]=2)[C:20]2([CH2:21][CH2:22][NH:23][CH2:24][CH2:25]2)[C:19]1=[O:32])[C:12]1[CH:17]=[CH:16][CH:15]=[CH:14][CH:13]=1 |f:2.3.4,5.6|. Reported procedure: 1-Bromomethyl-cyclooctane (0.087 g, 0.424 mmol) and 1-benzyl-spiro[indoline-3,4′-piperidin]-2-one (0.030 g, 0.141 mmol) were dissolved in dry N,N-dimethylformamide (3 mL). Potassium carbonate (0.078 g, 0.565 mmol) and a catalytic amount of potassium iodide were added. The reaction mixture was then stirred at 55° C. under nitrogen atmosphere for 18 hours. The reaction mixture was partitioned with water and ethyl acetate. The organic layer was washed with brine, dried with Na2SO4, filtered and the... Reactants: CCOC(=O)Cc1cc(-c2ccc(C(F)(F)F)cc2CN(CC)C(C)=O)cc(C(F)(F)F)c1, CI. Yields the product CCOC(=O)C(C)c1cc(-c2ccc(C(F)(F)F)cc2CN(CC)C(C)=O)cc(C(F)(F)F)c1. RXN SMILES: [CH2:1]([CH3:2])[O:3][C:4]([CH2:5][c:6]1[cH:7][c:8](-[c:16]2[c:17]([CH2:26][N:27]([CH2:28][CH3:29])[C:30]([CH3:31])=[O:32])[cH:18][c:19]([C:22]([F:23])([F:24])[F:25])[cH:20][cH:21]2)[cH:9][c:10]([C:12]([F:13])([F:14])[F:15])[cH:11]1)=[O:33].[I:34][CH3:35]>>[CH2:1]([CH3:2])[O:3][C:4]([CH:5]([c:6]1[cH:7][c:8](-[c:16]2[c:17]([CH2:26][N:27]([CH2:28][CH3:29])[C:30]([CH3:31])=[O:32])[cH:18][c:19]([C:22]([F:23])([F:24])[F:25])[cH:20][cH:21]2)[cH:9][c:10]([C:12]([F:13])([F:14])[F:15])[cH:11]1)[CH3:35])=[O:33]. Starting materials: BrC1=CC=C2C(=CNC2=C1)CC(=O)N=C(NCC1=CC(=C(C(=C1)Cl)NC(C)=O)Cl)N (N-(4-{N′-[2-(6-Bromo-1H-indol-3-yl)-acetyl]-guanidinomethyl}-2,6-dichloro-phenyl)-acetamide), 509.84/511.92/513.90, BrC=1C=C2C(=CNC2=CC1)CC(=O)O (2-(5-bromo-1H-indol-3-yl)acetic acid), ( A ). Product: BrC=1C=C2C(=CNC2=CC1)CC(=O)N=C(NCC1=CC(=C(C(=C1)Cl)NC(C)=O)Cl)N (N-(4-{N′-[2-(5-Bromo-1H-indol-3-yl)-acetyl]-guanidinomethyl}-2,6-dichloro-phenyl)-acetamide). RXN SMILES: Br[C:2]1[CH:10]=[C:9]2[C:5]([C:6]([CH2:11][C:12]([N:14]=[C:15]([NH2:30])[NH:16][CH2:17][C:18]3[CH:23]=[C:22]([Cl:24])[C:21]([NH:25][C:26](=[O:28])[CH3:27])=[C:20]([Cl:29])[CH:19]=3)=[O:13])=[CH:7][NH:8]2)=[CH:4][CH:3]=1.[Br:31]C1C=C2C(=CC=1)NC=C2CC(O)=O>>[Br:31][C:3]1[CH:4]=[C:5]2[C:9](=[CH:10][CH:2]=1)[NH:8][CH:7]=[C:6]2[CH2:11][C:12]([N:14]=[C:15]([NH2:30])[NH:16][CH2:17][C:18]1[CH:23]=[C:22]([Cl:24])[C:21]([NH:25][C:26](=[O:28])[CH3:27])=[C:20]([Cl:29])[CH:19]=1)=[O:13]. Procedure: In a manner similar to that used in the preparation of the compound of example 1, but using 2-(5-bromo-1H-indol-3-yl)acetic acid in step 20 (A), the title compound was prepared. MS (ESI) (M+H)+=509.84/511.92/513.90 1H-NMR (500 MHz, CD3OD) δ 7.73 (d, J=1.53 Hz, 1 H), 7.46 (s, 2 H), 7.29-7.40 (m, 2 H), 7.26 (d, J=1.83 Hz, 1 H), 4.54 (s, 2 H), 3.96 (s, 2 H), 2.19 (s, 3 H). The reactants are O.C1(=CC=C(C=C1)S(=O)(=O)O)C (4-toluenesulphonic acid monohydrate), N1N=CC(=C1)C#N (1H-pyrazole-4-carbonitrile), O1CCCC=C1 (3,4 dihydro-2H-pyran). Run in C(Cl)Cl (methylene chloride). Reaction conditions: temperature 3 celsius, time 8 hour. Product: O1C(CCCC1)N1N=CC(=C1)C#N (1-(Tetrahydro-2H-pyran-2-yl)-1H-pyrazole-4-carbonitrile). Reaction SMILES: [NH:1]1[CH:5]=[C:4]([C:6]#[N:7])[CH:3]=[N:2]1.O.C1(C)C=CC(S(O)(=O)=O)=CC=1.[O:20]1[CH:25]=[CH:24][CH2:23][CH2:22][CH2:21]1>C(Cl)Cl>[O:20]1[CH2:25][CH2:24][CH2:23][CH2:22][CH:21]1[N:1]1[CH:5]=[C:4]([C:6]#[N:7])[CH:3]=[N:2]1 |f:1.2|. Reported procedure: The reaction was carried out in a 3 liter three-necked flask with internal thermometer under argon. 50 g (537 mmol) of 1H-pyrazole-4-carbonitrile were suspended in 1.66 liter of methylene chloride and, after 3 h, cooled to 3° C. using an ice bath. At this temperature, 10.2 g (53.7 mmol) of 4-toluenesulphonic acid monohydrate were added. At 3° to 6° C., 58.8 ml (54.2 g, 644 mmol) of 3,4 dihydro-2H-pyran were then added dropwise over a period of 30 min. The reaction was then stirred at RT overnigh... Reactants: C(=O)(OC(C)(C)C)C(OC1=C(C=C(C=C1)CN1C(=NC=2C1=NC(=CC2C)C(=O)OC)CC)CCC)C2=CC=CC=C2 (3-[4-(1-carbo-tert-butoxy-1-phenylmethoxy)-3-propylphenylmethyl]-5-carbomethoxy-2-ethyl-7-methyl-3H-imidazo[4,5-b]pyridine), C(=O)(C(F)(F)F)O (TFA). Solvent: C(Cl)Cl (CH2Cl2). Conditions: time 2 hour. Product: C(=O)(O)C(OC1=C(C=C(C=C1)CN1C(=NC=2C1=NC(=CC2C)C(=O)OC)CC)CCC)C2=CC=CC=C2 (3-[4-(1-carboxy-1-phenylmethoxy)-3-propylphenylmethyl]-5-carbomethoxy-2-ethyl-7-methyl-3H-imidazo[4,5-b]-pyridine). Isolated yield 57.7%. Reaction SMILES: [C:1]([CH:8]([C:36]1[CH:41]=[CH:40][CH:39]=[CH:38][CH:37]=1)[O:9][C:10]1[CH:15]=[CH:14][C:13]([CH2:16][N:17]2[C:21]3=[N:22][C:23]([C:27]([O:29][CH3:30])=[O:28])=[CH:24][C:25]([CH3:26])=[C:20]3[N:19]=[C:18]2[CH2:31][CH3:32])=[CH:12][C:11]=1[CH2:33][CH2:34][CH3:35])([O:3]C(C)(C)C)=[O:2].C(O)(C(F)(F)F)=O>C(Cl)Cl>[C:1]([CH:8]([C:36]1[CH:37]=[CH:38][CH:39]=[CH:40][CH:41]=1)[O:9][C:10]1[CH:15]=[CH:14][C:13]([CH2:16][N:17]2[C:21]3=[N:22][C:23]([C:27]([O:29][CH3:30])=[O:28])=[CH:24][C:25]([CH3:26])=[C:20]3[N:19]=[C:18]2[CH2:31][CH3:32])=[CH:12][C:11]=1[CH2:33][CH2:34][CH3:35])([OH:3])=[O:2]. Reported procedure: To a solution of 21.4 mg (0.038 mmol) of the product of Step P in CH2Cl2 (1 mL) was added TFA (0.4 mL, 5.19 mmol) at rt. The solution was stirred at rt for 2 hours. The crude mixture was directly purified by flash chromatography eluted with CHCl3 /MeOH/NH4OH (100:10:1) to give 11 mg of the title compound as a white solid. Reactants: CC(C)C1=CC2=C(C=C1)[C@]3(CCC[C@@]([C@@H]3CC2)(C)CN)C (dehydroabietylamine), N(C1=CC=CC=C1)C1=C(C(=O)O)C=C(C(=C1)C(=O)O)NC1=CC=CC=C1 (2,5-dianilinoterephthalic acid), [OH-].[K+] (potassium hydroxide), polyphosphoric acid, ice water. Run in C(C)(=O)O (acetic acid), O (water), O (water), O (water). Yields the product C1=CC=C2C(=C1)C(=O)C3=CC4=C(C=C3N2)C(=O)C5=CC=CC=C5N4 (quinacridone). The yield is 96.0%. Reaction SMILES: [NH:1]([C:8]1[CH:16]=[C:15]([C:17](O)=[O:18])[C:14]([NH:20][C:21]2[CH:26]=[CH:25][CH:24]=[CH:23][CH:22]=2)=[CH:13][C:9]=1[C:10](O)=[O:11])[C:2]1[CH:7]=[CH:6][CH:5]=[CH:4][CH:3]=1.CC(C1C=CC2[C@]3(C)[C@@H](CCC=2C=1)[C@@](CN)(C)CCC3)C.[OH-].[K+]>O.C(O)(=O)C>[CH:24]1[CH:25]=[C:26]2[C:17]([C:15]3[C:14]([NH:20][C:21]2=[CH:22][CH:23]=1)=[CH:13][C:9]1[C:10]([C:7]2[C:2]([NH:1][C:8]=1[CH:16]=3)=[CH:3][CH:4]=[CH:5][CH:6]=2)=[O:11])=[O:18] |f:2.3|. Procedure: 100 parts of 2,5-dianilinoterephthalic acid are added with stirring at 100°-120° C. to 450 parts of polyphosphoric acid (P2O5 content 85.5%), the mixture is stirred at said temperature until the reaction has ended (which takes about 2 hours) and is then poured onto 1,350 parts of ice-water, and the hydrolysis suspension attains a temperature of 15°-20° C. After the hydrolysis has ended the precipitated crude quinacridone is filtered off and is washed with water until free of acid. The water-mois... The reactants are C(C)OC(=O)C=1C(=C2C=CC3=C(OCO3)C2=C(C1C(=O)OCC)C1=CC2=C(OCO2)C=C1)O (9-Benzo[1,3]dioxol-5-yl-6-hydroxy-naphtho[1,2-d][1,3]dioxole-7,8-dicarboxylic acid diethyl ester), [H-].[Al+3].[Li+].[H-].[H-].[H-] (lithium aluminum hydride). The solvent is C1CCOC1 (THF), C1CCOC1 (THF). Reaction conditions: time 2 hour. The product is O1COC2=C1C=CC(=C2)C=2C1=C(C(=C3C=CC4=C(OCO4)C23)O)COC1=O (10-Benzo[1,3]dioxol-5-yl-6-hydroxy-7H-furo[3′,4′:6,7]naphtho[1,2-d][1,3]dioxol-9-one). Isolated yield 98.8%. RXN SMILES: C(O[C:4]([C:6]1[C:7]([OH:33])=[C:8]2[C:16](=[C:17]([C:24]3[CH:32]=[CH:31][C:27]4[O:28][CH2:29][O:30][C:26]=4[CH:25]=3)[C:18]=1[C:19]([O:21]CC)=[O:20])[C:12]1[O:13][CH2:14][O:15][C:11]=1[CH:10]=[CH:9]2)=O)C.[H-].[Al+3].[Li+].[H-].[H-].[H-]>C1COCC1>[O:28]1[C:27]2[CH:31]=[CH:32][C:24]([C:17]3[C:18]4[C:19](=[O:21])[O:20][CH2:4][C:6]=4[C:7]([OH:33])=[C:8]4[C:16]=3[C:12]3[O:13][CH2:14][O:15][C:11]=3[CH:10]=[CH:9]4)=[CH:25][C:26]=2[O:30][CH2:29]1 |f:1.2.3.4.5.6|. Reported procedure: A solution of 33 (45.2 mg, 0.1 mmol) in THF (1 mL) was added dropwise to a suspension of lithium aluminum hydride (7.6 mg, 0.2 mmol) in THF (1 mL) at 0° C. The mixture was stirred at room temperature for 2 h and quenched with aqueous saturated Na2SO4 solution, and then extracted with CHCl3 (2×30 mL). After evaporation of organic solvent, the residue was purified by column chromatography on silica gel using CH2Cl2/MeOH (20:1, v/v) to give 34 (36 mg, 99%) as a yellow powder. mp 257° C. (decomp.); ... Reactants: FC1=CC=C(C=C1)C=1OC2=C(C1CO)C=C(C(=C2)N(S(=O)(=O)C)CC2=CC=C(C=C2)OC)OC(C)C (N-(2-(4-fluorophenyl)-3-(hydroxymethyl)-5-isopropoxybenzofuran-6-yl)-N-(4-methoxybenzyl)methanesulfonamide), C[N+]1(CCOCC1)[O-] (N-methyl morpholine oxide). Reagents/catalysts: [Ru](=O)(=O)(=O)[O-].C(CC)[N+](CCC)(CCC)CCC (tetrapropylammonium perruthenate). Solvent: ClCCl (dichloromethane). Reaction conditions: time 60 minute. Yields the product FC1=CC=C(C=C1)C=1OC2=C(C1C=O)C=C(C(=C2)N(S(=O)(=O)C)CC2=CC=C(C=C2)OC)OC(C)C (N-(2-(4-fluorophenyl)-3-formyl-5-isopropoxybenzofuran-6-yl)-N-(4-methoxybenzyl)methanesulfonamide). As a reaction SMILES: [F:1][C:2]1[CH:7]=[CH:6][C:5]([C:8]2[O:9][C:10]3[CH:18]=[C:17]([N:19]([CH2:24][C:25]4[CH:30]=[CH:29][C:28]([O:31][CH3:32])=[CH:27][CH:26]=4)[S:20]([CH3:23])(=[O:22])=[O:21])[C:16]([O:33][CH:34]([CH3:36])[CH3:35])=[CH:15][C:11]=3[C:12]=2[CH2:13][OH:14])=[CH:4][CH:3]=1.C[N+]1([O-])CCOCC1>ClCCl.[Ru]([O-])(=O)(=O)=O.C([N+](CCC)(CCC)CCC)CC>[F:1][C:2]1[CH:7]=[CH:6][C:5]([C:8]2[O:9][C:10]3[CH:18]=[C:17]([N:19]([CH2:24][C:25]4[CH:26]=[CH:27][C:28]([O:31][CH3:32])=[CH:29][CH:30]=4)[S:20]([CH3:23])(=[O:22])=[O:21])[C:16]([O:33][CH:34]([CH3:36])[CH3:35])=[CH:15][C:11]=3[C:12]=2[CH:13]=[O:14])=[CH:4][CH:3]=1 |f:3.4|. Procedure details: N-(2-(4-fluorophenyl)-3-(hydroxymethyl)-5-isopropoxybenzofuran-6-yl)-N-(4-methoxybenzyl)methanesulfonamide (0.68 g, 1.32 mmol) was dissolved in dichloromethane. N-methyl morpholine oxide (0.23 g, 1.99 mmol), 4 A molecular sieves (0.7 g) and finally tetrapropylammonium perruthenate (0.023 g, 0.066 mmol) were added. The resulting black slurry was stirred for 60 minutes at room temperature. The reaction mixture was filtered through a pad of diatomaceous earth, and the solid was washed with dichloro...